From a dataset of the Open Reaction Database (ORD), a public repository of structured organic reaction records. describe an organic reaction: reactants, conditions, products, and yield RXN SMILES: [C:1]([C:3]1[CH:9]=[CH:8][C:6]([NH2:7])=[CH:5][CH:4]=1)#[CH:2].[C:10](OC(=O)C)(=[O:12])[CH3:11]>ClCCl>[C:10]([NH:7][C:6]1[CH:8]=[CH:9][C:3]([C:1]#[CH:2])=[CH:4][CH:5]=1)(=[O:12])[CH3:11]. Reported procedure: A mixture of 1.0 g of 4-ethynylaniline and 2.4 mL of acetic anhydride in 5.0 mL of dichloromethane was stirred at room temperature for 18 hours. The solution was evaporated in vacuo at 40° C. The resulting semi solid mixture was suspended in hexanes and filtered. The hexanes filtrate was washed twice with water and dried over sodium sulfate. After filtering it was combined with the hexanes insoluble residue, dissolved in dichloromethane and purified by column chromatography in the same solvent t... Reactants: C(#C)C1=CC=C(N)C=C1 (4-ethynylaniline), C(C)(=O)OC(C)=O (acetic anhydride). Run at time 18 hour. The solvent is ClCCl (dichloromethane). The product is C(C)(=O)NC1=CC=C(C=C1)C#C (1-acetamido-4-ethynylbenzene). The reactants are FC1=C(C#N)C=CC=C1 (2-fluorobenzonitrile), C1(CCCC1)N (cyclopentylamine). The product is C1(CCCC1)NC1=C(C#N)C=CC=C1 (2-Cyclopentylaminobenzonitrile). Reaction SMILES: F[C:2]1[CH:9]=[CH:8][CH:7]=[CH:6][C:3]=1[C:4]#[N:5].[CH:10]1([NH2:15])[CH2:14][CH2:13][CH2:12][CH2:11]1>>[CH:10]1([NH:15][C:2]2[CH:9]=[CH:8][CH:7]=[CH:6][C:3]=2[C:4]#[N:5])[CH2:14][CH2:13][CH2:12][CH2:11]1. Procedure: According to a similar manner to that in Reference Example 12, the title compound was synthesized from 2-fluorobenzonitrile and cyclopentylamine. The reactants are ClC=1N=C(C2=C(N1)SC(=C2)CN2CCN(CC2)CCO)N2CCOCC2 (2-(4-((2-chloro-4-morpholinothieno[2,3-d]pyrimidin-6-yl)methyl)piperazin-1-yl)ethanol), CC1(OB(OC1(C)C)C=1C=NC(=NC1)N)C (5-(4,4,5,5-tetramethyl-1,3,2-dioxaborolan-2-yl)pyrimidin-2-amine). Yields the product NC1=NC=C(C=N1)C=1N=C(C2=C(N1)SC(=C2)CN2CCN(CC2)CCO)N2CCOCC2 (2-(4-((2-(2-aminopyrimidin-5-yl)-4-morpholinothieno[2,3-d]pyrimidin-6-yl)methyl)piperazin-1-yl)ethanol). As a reaction SMILES: Cl[C:2]1[N:3]=[C:4]([N:21]2[CH2:26][CH2:25][O:24][CH2:23][CH2:22]2)[C:5]2[CH:10]=[C:9]([CH2:11][N:12]3[CH2:17][CH2:16][N:15]([CH2:18][CH2:19][OH:20])[CH2:14][CH2:13]3)[S:8][C:6]=2[N:7]=1.CC1(C)C(C)(C)OB([C:35]2[CH:36]=[N:37][C:38]([NH2:41])=[N:39][CH:40]=2)O1>>[NH2:41][C:38]1[N:39]=[CH:40][C:35]([C:2]2[N:3]=[C:4]([N:21]3[CH2:26][CH2:25][O:24][CH2:23][CH2:22]3)[C:5]3[CH:10]=[C:9]([CH2:11][N:12]4[CH2:17][CH2:16][N:15]([CH2:18][CH2:19][OH:20])[CH2:14][CH2:13]4)[S:8][C:6]=3[N:7]=2)=[CH:36][N:37]=1. Procedure: 2-(4-((2-chloro-4-morpholinothieno[2,3-d]pyrimidin-6-yl)methyl)piperazin-1-yl)ethanol (175 mg) was utilized in a Suzuki coupling with 5-(4,4,5,5-tetramethyl-1,3,2-dioxaborolan-2-yl)pyrimidin-2-amine according to General Procedure Suzuki to provide 385 (20 mg) after reverse phase HPLC purification. MS (Q1) 457 (M)+ The reactants are COCOC=1C=NC=CC1CCCO (3-(3-methoxymethoxypyridin-4-yl)-1-propanol), Cl (hydrochloric acid). The solvent is C(C)O (ethanol). Product: OC=1C=NC=CC1CCCO (3-(3-hydroxypyridin-4-yl)-1-propanol). The yield is 73.0%. RXN SMILES: COC[O:4][C:5]1[CH:6]=[N:7][CH:8]=[CH:9][C:10]=1[CH2:11][CH2:12][CH2:13][OH:14].Cl>C(O)C>[OH:4][C:5]1[CH:6]=[N:7][CH:8]=[CH:9][C:10]=1[CH2:11][CH2:12][CH2:13][OH:14]. Reported procedure: 3-(3-Methoxymethoxypyridin-4-yl)-1-propanol (3.67 g, 18.6 mmol) obtained in Example 2 is dissolved in ethanol (100 ml), and thereto is added a 15% aqueous hydrochloric acid solution (20 ml), and the mixture is heated under reflux for 30 minutes. The reaction solution is concentrated under reduced pressure, and the residue is purified by silica gel column chromatography (eluent: hexane/ethyl acetate), and further recrystallized from diethyl ether to give the title compound (2.08 g) as colorless c... Procedure: Prepared according to the procedure described in Example 1, Step 10, using 1-{4′-[4-(6-bromo-pyridin-2-ylamino)-3-methyl-isoxazol-5-yl]-biphenyl-4-yl}-cyclopropanecarboxylic acid ethyl ester and 3-fluorophenylboronic acid. Yields the product C(C)OC(=O)C1(CC1)C1=CC=C(C=C1)C1=CC=C(C=C1)C1=C(C(=NO1)C)NC1=NC(=CC=C1)C1=CC(=CC=C1)F (1-(4′-{4-[6-(3-Fluoro-phenyl)-pyridin-2-ylamino]-3-methyl-isoxazol-5-yl}-biphenyl-4-yl)-cyclopropanecarboxylic acid ethyl ester). Starting materials: C(C)OC(=O)C1(CC1)C1=CC=C(C=C1)C1=CC=C(C=C1)C1=C(C(=NO1)C)NC1=NC(=CC=C1)Br (1-{4′-[4-(6-bromo-pyridin-2-ylamino)-3-methyl-isoxazol-5-yl]-biphenyl-4-yl}-cyclopropanecarboxylic acid ethyl ester), FC=1C=C(C=CC1)B(O)O (3-fluorophenylboronic acid). Reaction SMILES: [CH2:1]([O:3][C:4]([C:6]1([C:9]2[CH:14]=[CH:13][C:12]([C:15]3[CH:20]=[CH:19][C:18]([C:21]4[O:25][N:24]=[C:23]([CH3:26])[C:22]=4[NH:27][C:28]4[CH:33]=[CH:32][CH:31]=[C:30](Br)[N:29]=4)=[CH:17][CH:16]=3)=[CH:11][CH:10]=2)[CH2:8][CH2:7]1)=[O:5])[CH3:2].[F:35][C:36]1[CH:37]=[C:38](B(O)O)[CH:39]=[CH:40][CH:41]=1>>[CH2:1]([O:3][C:4]([C:6]1([C:9]2[CH:14]=[CH:13][C:12]([C:15]3[CH:20]=[CH:19][C:18]([C:21]4[O:25][N:24]=[C:23]([CH3:26])[C:22]=4[NH:27][C:28]4[CH:33]=[CH:32][CH:31]=[C:30]([C:40]5[CH:39]=[CH:38][CH:37]=[C:36]([F:35])[CH:41]=5)[N:29]=4)=[CH:17][CH:16]=3)=[CH:11][CH:10]=2)[CH2:8][CH2:7]1)=[O:5])[CH3:2]. The reactants are CO, COc1ccc(CC(N)C(=O)O)cc1OC, ClCCl, O=S(Cl)Cl. Product: COC(=O)C(N)Cc1ccc(OC)c(OC)c1. As a reaction SMILES: [CH3:21][OH:22].[CH3:5][O:6][c:7]1[cH:8][c:9]([CH2:15][CH:16]([NH2:17])[C:18](=[O:19])[OH:20])[cH:10][cH:11][c:12]1[O:13][CH3:14].[Cl:23][CH2:24][Cl:25].[S:1]([Cl:2])([Cl:3])=[O:4]>>[CH3:5][O:6][c:7]1[cH:8][c:9]([CH2:15][CH:16]([NH2:17])[C:18]([O:19][CH3:21])=[O:20])[cH:10][cH:11][c:12]1[O:13][CH3:14]. The reactants are Cc1cc(Sc2ccncc2)c(S(C)(=O)=O)cc1C(=O)Cl, Cc1cc(Cl)c(S(C)(=O)=O)cc1C(=O)O, COCCOC, N=C(N)N, O=S(Cl)Cl, Sc1ccncc1. Yields the product Cc1cc(Sc2ccncc2)c(S(C)(=O)=O)cc1C(=O)N=C(N)N. As a reaction SMILES: [CH3:1][c:2]1[c:3]([C:4](=[O:5])[Cl:6])[cH:7][c:8]([S:18](=[O:19])(=[O:20])[CH3:21])[c:9]([S:11][c:12]2[cH:13][cH:14][n:15][cH:16][cH:17]2)[cH:10]1.[CH3:22][c:23]1[cH:24][c:25]([Cl:26])[c:27]([S:28]([CH3:29])(=[O:30])=[O:31])[cH:32][c:33]1[C:34]([OH:35])=[O:36].[CH3:52][O:53][CH2:54][CH2:55][O:56][CH3:57].[NH2:48][C:49]([NH2:50])=[NH:51].[S:44]([Cl:45])([Cl:46])=[O:47].[SH:37][c:38]1[cH:39][cH:40][n:41][cH:42][cH:43]1>>[CH3:1][c:2]1[c:3]([C:4](=[O:5])[N:48]=[C:49]([NH2:50])[NH2:51])[cH:7][c:8]([S:18](=[O:19])(=[O:20])[CH3:21])[c:9]([S:11][c:12]2[cH:13][cH:14][n:15][cH:16][cH:17]2)[cH:10]1. Reactants: CNC (dimethylamine), ClC1=C(C=C(C=C1)N1C(C2=C(C1=O)CCCC2)=O)C=C(C(=O)OCC)Cl (N-[4-chloro-3-(2-chloro-2-ethoxycarbonylethenyl)phenyl]-3,4,5,6-tetrahydrophthalimide). The solvent is C(C)#N (acetonitrile). Conditions: time 20 hour. Yields the product CN(C(C1=C(C(=O)NC2=CC(=C(C=C2)Cl)C=C(Cl)C(=O)OCC)CCCC1)=O)C (N,N-Dimethyl-N'-[4-chloro-3-(2-chloro-ethoxycarbonylethenyl)-phenyl]-3,4,5,6-tetrahydrophthalamide). RXN SMILES: [CH3:1][NH:2][CH3:3].[Cl:4][C:5]1[CH:10]=[CH:9][C:8]([N:11]2[C:15](=[O:16])[C:14]3[CH2:17][CH2:18][CH2:19][CH2:20][C:13]=3[C:12]2=[O:21])=[CH:7][C:6]=1[CH:22]=[C:23]([Cl:29])[C:24]([O:26][CH2:27][CH3:28])=[O:25]>C(#N)C>[CH3:1][N:2]([CH3:3])[C:15](=[O:16])[C:14]1[CH2:17][CH2:18][CH2:19][CH2:20][C:13]=1[C:12]([NH:11][C:8]1[CH:9]=[CH:10][C:5]([Cl:4])=[C:6]([CH:22]=[C:23]([C:24]([O:26][CH2:27][CH3:28])=[O:25])[Cl:29])[CH:7]=1)=[O:21]. Procedure: 1.39 ml of a 40% strength by weight aqueous dimethylamine solution were added to a solution of 3.9 g of N-[4-chloro-3-(2-chloro-2-ethoxycarbonylethenyl)phenyl]-3,4,5,6-tetrahydrophthalimide in 100 ml of acetonitrile at about 20° C. The mixture obtained was stirred for a further 20 hours at 20°-25° C., after which the solid formed was separated off, washed with petroleum ether and finally dried. Mp.: 161°-164° C. Reactants: CCCOc1c(Cl)cccc1CO, O=[Mn]=O, c1ccccc1. The product is CCCOc1c(Cl)cccc1C=O. Reaction SMILES: [Cl:1][c:2]1[c:3]([O:10][CH2:11][CH2:12][CH3:13])[c:4]([CH2:8][OH:9])[cH:5][cH:6][cH:7]1.[O:20]=[Mn:21]=[O:22].[cH:14]1[cH:15][cH:16][cH:17][cH:18][cH:19]1>>[Cl:1][c:2]1[c:3]([O:10][CH2:11][CH2:12][CH3:13])[c:4]([CH:8]=[O:9])[cH:5][cH:6][cH:7]1. Reactants: ClC1=NC(=C(C(=C1Cl)[N+](=O)[O-])Cl)Cl (2,3,5,6-tetrachloro-4-nitropyridine), C(C1=CC=CC=C1)OC(=O)N1C[C@H]([C@H](CC1)CN)O ((cis)-4-aminomethyl-3-hydroxy-piperidine-1-carboxylic acid benzyl ester), CN1CCOCC1 (N-methylmorpholine). Run in C1CCOC1 (THF). Run at time 18 hour. The product is C(C1=CC=CC=C1)OC(=O)N1CC(C(CC1)CNC1=C(C(=NC(=C1Cl)Cl)Cl)Cl)O (3-hydroxy-4-[(2,3,5,6-tetrachloro-pyridin-4-ylamino)-methyl]-piperidine-1-carboxylic acid benzyl ester). As a reaction SMILES: [Cl:1][C:2]1[C:7]([Cl:8])=[C:6]([N+:9]([O-])=O)[C:5]([Cl:12])=[C:4]([Cl:13])[N:3]=1.[CH2:14]([O:21][C:22]([N:24]1[CH2:29][CH2:28][C@H:27]([CH2:30]N)[C@H:26]([OH:32])[CH2:25]1)=[O:23])[C:15]1[CH:20]=[CH:19][CH:18]=[CH:17][CH:16]=1.CN1CCOCC1>C1COCC1>[CH2:14]([O:21][C:22]([N:24]1[CH2:29][CH2:28][CH:27]([CH2:30][NH:9][C:6]2[C:7]([Cl:8])=[C:2]([Cl:1])[N:3]=[C:4]([Cl:13])[C:5]=2[Cl:12])[CH:26]([OH:32])[CH2:25]1)=[O:23])[C:15]1[CH:20]=[CH:19][CH:18]=[CH:17][CH:16]=1. Reported procedure: 2,3,5,6-tetrachloro-4-nitropyridine (S. M. Roberts et al., J. Chem. Soc. C, 2844–2848(1968)) (1.7 g, 6.5mmol) was added to a solution of (cis)-4-aminomethyl-3-hydroxy-piperidine-1-carboxylic acid benzyl ester (1.71 g, 6.49 mmol) and N-methylmorpholine (0.785 mL, 7.15 mmol) in THF (50 mL) at room temperature. The resulting reaction mixture was stirred for 18 h at room temperature then partitioned between EtOAc and water, The organic layer was washed with saturated sodium bicarbonate solution, dri...